This data is from the Open Reaction Database (ORD), a public repository of structured organic reaction records. The task is: describe an organic reaction: reactants, conditions, products, and yield Reactants: CC(O)c1nc(CCl)cs1, N#N, O=[Mn]=O. The product is CC(=O)c1nc(CCl)cs1. As a reaction SMILES: [Cl:3][CH2:4][c:5]1[n:6][c:7]([CH:10]([CH3:11])[OH:12])[s:8][cH:9]1.[N:1]#[N:2].[O:13]=[Mn:14]=[O:15]>>[Cl:3][CH2:4][c:5]1[n:6][c:7]([C:10]([CH3:11])=[O:12])[s:8][cH:9]1. Reactants: C1(CC1)NC(C1=CC=C(C=C1)C1=CN=C2N1C=C(N=C2Br)Br)=O (N-cyclopropyl-4-(6,8-dibromoimidazo[1,2-a]pyrazin-3-yl)benzamide), NCCCO (3-aminopropan-1-ol), C1(=CC=CC=C1)C (Toluene). Run in CN(C=O)C (N,N-dimethylformamide). Conditions: temperature 40 celsius, time 6 hour. Yields the product BrC=1N=C(C=2N(C1)C(=CN2)C2=CC=C(C(=O)NC1CC1)C=C2)NCCCO (4-{6-Bromo-8-[(3-hydroxypropyl)amino]imidazo[1,2-a]pyrazin-3-yl}-N-cyclopropylbenzamide). The yield is 92.0%. Reaction SMILES: [CH:1]1([NH:4][C:5](=[O:23])[C:6]2[CH:11]=[CH:10][C:9]([C:12]3[N:16]4[CH:17]=[C:18]([Br:22])[N:19]=[C:20](Br)[C:15]4=[N:14][CH:13]=3)=[CH:8][CH:7]=2)[CH2:3][CH2:2]1.[NH2:24][CH2:25][CH2:26][CH2:27][OH:28].C1(C)C=CC=CC=1>CN(C)C=O>[Br:22][C:18]1[N:19]=[C:20]([NH:24][CH2:25][CH2:26][CH2:27][OH:28])[C:15]2[N:16]([C:12]([C:9]3[CH:10]=[CH:11][C:6]([C:5]([NH:4][CH:1]4[CH2:2][CH2:3]4)=[O:23])=[CH:7][CH:8]=3)=[CH:13][N:14]=2)[CH:17]=1. Procedure details: To a solution of 500 mg (1.15 mmol) N-cyclopropyl-4-(6,8-dibromoimidazo[1,2-a]pyrazin-3-yl)benzamide which was prepared according to intermediate example 1b in 15 mL N,N-dimethylformamide were added 261 μL 3-aminopropan-1-ol and the mixture was stirred at 40° C. for 6 hours. Toluene was added and the solvents removed. The residue was purified by chromatography to give 453 mg (92%) of the title compound. Starting materials: CCOC(CN(C)C(=O)CBr)OCC, CCO, [Na+], [Na+], O=C([O-])[O-], Cc1ccccc1S(=O)(=O)O. The product is CN(CC1OCCCO1)C(=O)CBr. RXN SMILES: [CH3:1][N:2]([C:3]([CH2:4][Br:5])=[O:6])[CH2:7][CH:8]([O:9][CH2:10][CH3:11])[O:12][CH2:13][CH3:14].[CH3:32][CH2:33][OH:34].[Na+:26].[Na+:27].[O-:28][C:29](=[O:30])[O-:31].[c:15]1([CH3:16])[c:17]([S:18]([OH:19])(=[O:20])=[O:21])[cH:22][cH:23][cH:24][cH:25]1>>[CH3:1][N:2]([C:3]([CH2:4][Br:5])=[O:6])[CH2:7][CH:8]1[O:9][CH2:10][CH2:14][CH2:13][O:12]1. Reactants: C(C)N1C2=CC=CC=C2C=2CC(NC(C12)=O)C (9-Ethyl-3-methyl-2,3,4,9-tetrahydro-b-carbolin-1-one), IC=1C=NC=CC1C (3-iodo-4-methyl-pyridine), [O-]P(=O)([O-])[O-].[K+].[K+].[K+] (K3PO4), CN[C@H]1[C@@H](CCCC1)NC (trans-N,N′-dimethyl-cyclohexane-1,2-diamine). Reagents/catalysts: [Cu]I (CuI). Solvent: O1CCOCC1 (1,4-dioxane). Conditions: temperature 120 celsius. Product: C(C)N1C2=CC=CC=C2C=2CC(N(C(C12)=O)C=1C=NC=CC1C)C (9-Ethyl-3-methyl-2-(4-methyl-pyridin-3-yl)-2,3,4,9-tetrahydro-b-carbolin-1-one). Isolated yield 4.3%. Reaction SMILES: [CH2:1]([N:3]1[C:15]2[C:14](=[O:16])[NH:13][CH:12]([CH3:17])[CH2:11][C:10]=2[C:9]2[C:4]1=[CH:5][CH:6]=[CH:7][CH:8]=2)[CH3:2].I[C:19]1[CH:20]=[N:21][CH:22]=[CH:23][C:24]=1[CH3:25].[O-]P([O-])([O-])=O.[K+].[K+].[K+].CN[C@@H]1CCCC[C@H]1NC>[Cu]I.O1CCOCC1>[CH2:1]([N:3]1[C:15]2[C:14](=[O:16])[N:13]([C:19]3[CH:20]=[N:21][CH:22]=[CH:23][C:24]=3[CH3:25])[CH:12]([CH3:17])[CH2:11][C:10]=2[C:9]2[C:4]1=[CH:5][CH:6]=[CH:7][CH:8]=2)[CH3:2] |f:2.3.4.5|. Procedure details: 9-Ethyl-3-methyl-2,3,4,9-tetrahydro-b-carbolin-1-one (I-42d: 0.150 g, 0.657 mmol) was reacted with 3-iodo-4-methyl-pyridine (0.144 g, 0.657 mmol), K3PO4 (0.348 g, 1.644 mmol), CuI (0.012 g, 0.065 mmol), trans-N,N′-dimethyl-cyclohexane-1,2-diamine (0.028 g, 0.197 mmol) and 1,4-dioxane (15 mL). The resulting mixture was heated at 120° C. for 23 hours to afford the crude product. Purification by column chromatography on silica gel (30% ethyl acetate in hexane) followed by preparative HPLC afforded ... The product is C1(=CC=CC=C1)C(N1CCN(CC1)CCOCCO)C1=CC=CC=C1 (4-(diphenylmethyl)-1-[2-(2-hydroxyethoxy)ethyl]piperazine). Starting materials: ClCCOCCO (2-(2-chloroethoxy)ethanol), [I-].[Na+] (sodium iodide), C([O-])([O-])=O.[K+].[K+] (potassium carbonate), Ice water, C1(=CC=CC=C1)C(N1CCNCC1)C1=CC=CC=C1 (1-(diphenylmethyl)piperazine). Run in CN(C=O)C (N,N-dimethylformamide). Run at temperature 100 celsius, time 1 hour. Reaction SMILES: [C:1]1([CH:7]([C:14]2[CH:19]=[CH:18][CH:17]=[CH:16][CH:15]=2)[N:8]2[CH2:13][CH2:12][NH:11][CH2:10][CH2:9]2)[CH:6]=[CH:5][CH:4]=[CH:3][CH:2]=1.Cl[CH2:21][CH2:22][O:23][CH2:24][CH2:25][OH:26].[I-].[Na+].C(=O)([O-])[O-].[K+].[K+]>CN(C)C=O>[C:14]1([CH:7]([C:1]2[CH:2]=[CH:3][CH:4]=[CH:5][CH:6]=2)[N:8]2[CH2:9][CH2:10][N:11]([CH2:21][CH2:22][O:23][CH2:24][CH2:25][OH:26])[CH2:12][CH2:13]2)[CH:19]=[CH:18][CH:17]=[CH:16][CH:15]=1 |f:2.3,4.5.6|. Procedure: 1.00 g of 1-(diphenylmethyl)piperazine was dissolved in 10 ml of N,N-dimethylformamide; 0.42 ml of 2-(2-chloroethoxy)ethanol, 0.59 g of sodium iodide and 0.66 g of potassium carbonate were added, followed by stirring at 100° C. for 1 hour. Ice water was added, followed by extraction with ethyl ether; the extract was washed with saline and dried with magnesium sulfate. After the dry product was concentrated under reduced pressure, the residue was subjected to silica gel column chromatography and ... Starting materials: C([O-])([O-])=O.[K+].[K+] (potassium carbonate), BrC1=C(C=C(C(=O)OC)C=C1)COC (Methyl 4-bromo-3-(methoxymethyl)benzoate), FC=1C(=C(C=CC1)C1=C(C=C(C=C1)C(=O)O)COC)C (3′-fluoro-2-(methoxymethyl)-2′-methylbiphenyl-4-carboxylic acid), FC1=C(C=CC=C1)B(O)O (2-fluorophenylboronic acid). The reagents and catalysts are C=1C=CC(=CC1)[P](C=2C=CC=CC2)(C=3C=CC=CC3)[Pd]([P](C=4C=CC=CC4)(C=5C=CC=CC5)C=6C=CC=CC6)([P](C=7C=CC=CC7)(C=8C=CC=CC8)C=9C=CC=CC9)[P](C=1C=CC=CC1)(C=1C=CC=CC1)C=1C=CC=CC1 (Pd(PPh3)4). Solvent: CCOC(=O)C (EtOAc), C1(=CC=CC=C1)C (toluene), O (water). Run at time 3 hour. Yields the product FC1=C(C=CC=C1)C1=C(C=C(C=C1)C(=O)OC)COC (methyl 2′-fluoro-2-(methoxymethyl)biphenyl-4-carboxylate). Reaction SMILES: Br[C:2]1[CH:11]=[CH:10][C:5]([C:6]([O:8][CH3:9])=[O:7])=[CH:4][C:3]=1[CH2:12][O:13][CH3:14].[F:15][C:16]1[C:17](C)=[C:18](C2C=CC(C(O)=O)=CC=2COC)[CH:19]=[CH:20][CH:21]=1.FC1C=CC=CC=1B(O)O.C(=O)([O-])[O-].[K+].[K+]>C1(C)C=CC=CC=1.O.CCOC(C)=O.C1C=CC([P]([Pd]([P](C2C=CC=CC=2)(C2C=CC=CC=2)C2C=CC=CC=2)([P](C2C=CC=CC=2)(C2C=CC=CC=2)C2C=CC=CC=2)[P](C2C=CC=CC=2)(C2C=CC=CC=2)C2C=CC=CC=2)(C2C=CC=CC=2)C2C=CC=CC=2)=CC=1>[F:15][C:16]1[CH:17]=[CH:18][CH:19]=[CH:20][C:21]=1[C:2]1[CH:11]=[CH:10][C:5]([C:6]([O:8][CH3:9])=[O:7])=[CH:4][C:3]=1[CH2:12][O:13][CH3:14] |f:3.4.5,^1:68,70,89,108|. Reported procedure: To a solution of methyl 4-bromo-3-(methoxymethyl)benzoate (Intermediate 1 Step 2, 10 g, 38.6 mmol) in toluene (80 mL) and water (20 mL) under nitrogen was added 2-fluorophenylboronic acid (7.0 g, 50.2 mmol), followed by potassium carbonate (16 g, 115.8 mmol) and Pd(PPh3)4 (2.23 g, 1.9 mmol). After 3 hours at 100° C., the reaction mixture was diluted with EtOAc (200 mL) and washed with a saturated aqueous solution of NaHCO3 (100 mL), water (2×100 mL) and brine. The organic layer was dried (Na2SO4... The reactants are CCON=O, N=C(N)N, NC(N)=S, NCCSCc1cnc(N)s1. The product is NCCSCc1cncs1. RXN SMILES: [CH2:20]([O:21][N:22]=[O:23])[CH3:24].[NH2:1][C:2](=[NH:3])[NH2:4].[NH2:5][C:6](=[S:7])[NH2:8].[NH2:9][c:10]1[s:11][c:12]([CH2:15][S:16][CH2:17][CH2:18][NH2:19])[cH:13][n:14]1>>[cH:10]1[s:11][c:12]([CH2:15][S:16][CH2:17][CH2:18][NH2:19])[cH:13][n:14]1.